This data is from the Open Reaction Database (ORD), a public repository of structured organic reaction records. The task is: describe an organic reaction: reactants, conditions, products, and yield The reactants are C(C)(=O)O (acetic acid), C(C)(=O)C1C(OCC1)=O (3-acetyldihydro-2(3H)-furanone), Cl.C(C)(=N)N (acetamidine hydrochloride), C[O-].[Na+] (sodium methylate). The solvent is CO (methanol). Product: OCCC=1C(NC(=NC1C)C)=O (5-(2-hydroxyethyl)-2,6-dimethyl-4(3H)-pyrimidinone). Isolated yield 22.6%. RXN SMILES: [C:1]([CH:4]1[CH2:8][CH2:7][O:6][C:5]1=[O:9])(=O)[CH3:2].Cl.[C:11]([NH2:14])(=[NH:13])[CH3:12].C[O-].[Na+].C(O)(=O)C>CO>[OH:6][CH2:7][CH2:8][C:4]1[C:5](=[O:9])[NH:14][C:11]([CH3:12])=[N:13][C:1]=1[CH3:2] |f:1.2,3.4|. Procedure: 3-acetyldihydro-2(3H)-furanone (25.6 g) was added to a stirred mixture of acetamidine hydrochloride (20 g) and sodium methylate (110 g) in methanol (150 ml). The reaction mixture was stirred and refluxed overnight. The reaction mixture was cooled and acetic acid (36 g) was added dropwise. The precipitate was filtered off and the filtrate evaporated. The residue was purified by column chromatography over silica gel (eluent: CHCl3 /(CH3OH/NH3) 90/10). The pure fractions were collected and the solv... The reactants are O (Water), O (Water), Cl (hydrochloric acid), CN1N=NN=C1SCCCC1(C2=NC=CC=C2)OCCO1 (1-Methyl-5-[4,4-ethylenedioxy-4-(2-pyridyl)butyl]thio-1,2,3,4-tetrazole). The solvent is C(C)(=O)O (acetic acid). Product: CN1N=NN=C1SCCCC(=O)C1=NC=CC=C1 (1-methyl-5-[3-(2-pyridylcarbonyl)propyl]thio-1,2,3,4-tetrazole). The yield is 83.4%. Reaction SMILES: [CH3:1][N:2]1[C:6]([S:7][CH2:8][CH2:9][CH2:10][C:11]2(OCC[O:18]2)[C:12]2[CH:17]=[CH:16][CH:15]=[CH:14][N:13]=2)=[N:5][N:4]=[N:3]1.O.Cl>C(O)(=O)C>[CH3:1][N:2]1[C:6]([S:7][CH2:8][CH2:9][CH2:10][C:11]([C:12]2[CH:17]=[CH:16][CH:15]=[CH:14][N:13]=2)=[O:18])=[N:5][N:4]=[N:3]1. Reported procedure: 1-Methyl-5-[4,4-ethylenedioxy-4-(2-pyridyl)butyl]thio-1,2,3,4-tetrazole (0.7 g) is dissolved in acetic acid (5 ml). Water (2.5 ml) and conc. hydrochloric acid (0.5 ml) are added to the solution and the mixture is heated on a water bath for 1 hour. Water is added to the reaction mixture and the mixture is extracted with chloroform. The chloroform solution is washed with water, saturated aqueous sodium bicarbonate and saturated aqueous sodium chloride and dried over magnesium sulfate. Chloroform i...